This data is from the Open Reaction Database (ORD), a public repository of structured organic reaction records. The task is: describe an organic reaction: reactants, conditions, products, and yield The reactants are [Na] (sodium), C(CC(C)C)Br (Isoamyl bromide), C(CC(=O)OCC)(=O)OCC (Diethyl malonate), [O-]CC.[Na+] (sodium ethoxide). Solvent: C(C)O (ethanol), C(C)O (ethanol). Run at time 50 minute. Product: [O-]CC.[Na+] (Sodium ethoxide), C(CC(C)C)C(C(=O)OCC)C(=O)OCC (diethyl isoamylmalonate). Reaction SMILES: [Na].[C:2]([O:10][CH2:11][CH3:12])(=[O:9])[CH2:3][C:4]([O:6][CH2:7][CH3:8])=[O:5].[O-]CC.[Na+:16].[CH2:17](Br)[CH2:18][CH:19]([CH3:21])[CH3:20]>C(O)C>[O-:5][CH2:4][CH3:3].[Na+:16].[CH2:17]([CH:3]([C:4]([O:6][CH2:7][CH3:8])=[O:5])[C:2]([O:10][CH2:11][CH3:12])=[O:9])[CH2:18][CH:19]([CH3:21])[CH3:20] |f:2.3,6.7,^1:0|. Procedure: Sodium ethoxide was prepared from sodium metal (9.1 g) and freshly distilled absolute ethanol (250 ml). Diethyl malonate (63.5 g) was added to sodium ethoxide in ethanol, and the mixture was stirred at 60°-70° C. for 50 min. Isoamyl bromide (60 g) was added, and the reaction mixture was heated under reflux overnight. After the usual work-up, the resulting crude product was distilled under reduced pressure to give diethyl isoamylmalonate. Yield: 71.7 g (78%). The reactants are BrC1=C(N=C(N=N1)N)C1=CC=CC=C1 (6-bromo-5-phenyl-1,2,4-triazin-3-amine), FC(OC=1C=C(C=CC1)O)(F)F (3-(trifluoromethoxy)phenol). Yields the product C1(=CC=CC=C1)C=1N=C(N=NC1OC1=CC(=CC=C1)OC(F)(F)F)N (5-Phenyl-6-[3-(trifluoromethoxy)phenoxy]-1,2,4-triazin-3-amine). The yield is 3.2%. Reaction SMILES: Br[C:2]1[N:7]=[N:6][C:5]([NH2:8])=[N:4][C:3]=1[C:9]1[CH:14]=[CH:13][CH:12]=[CH:11][CH:10]=1.[F:15][C:16]([F:26])([F:25])[O:17][C:18]1[CH:19]=[C:20]([OH:24])[CH:21]=[CH:22][CH:23]=1>>[C:9]1([C:3]2[N:4]=[C:5]([NH2:8])[N:6]=[N:7][C:2]=2[O:24][C:20]2[CH:21]=[CH:22][CH:23]=[C:18]([O:17][C:16]([F:15])([F:25])[F:26])[CH:19]=2)[CH:14]=[CH:13][CH:12]=[CH:11][CH:10]=1. Reported procedure: 5-Phenyl-6-[3-(trifluoromethoxy)phenoxy]-1,2,4-triazin-3-amine (22 mg, 3%) was prepared from 6-bromo-5-phenyl-1,2,4-triazin-3-amine (0.50 g, 1.99 mmol) and 3-(trifluoromethoxy)phenol (0.42 g, 2.39 mmol) according to the general procedure of Example 3. The reactants are COC(=O)CBr, O=C([O-])[O-], CC#N, [I-], [K+], [K+], [K+], CN(CC(O)c1cccc(O)c1)c1cnc(-c2ccccc2)c(-c2ccccc2)n1. The product is COC(=O)COc1cccc(C(O)CN(C)c2cnc(-c3ccccc3)c(-c3ccccc3)n2)c1. As a reaction SMILES: [Br:31][CH2:32][C:33](=[O:34])[O:35][CH3:36].[C:39](=[O:40])([O-:41])[O-:42].[CH3:45][C:46]#[N:47].[I-:38].[K+:37].[K+:43].[K+:44].[c:1]1(-[c:7]2[n:8][cH:9][c:10]([N:19]([CH3:20])[CH2:21][CH:22]([OH:23])[c:24]3[cH:25][c:26]([OH:30])[cH:27][cH:28][cH:29]3)[n:11][c:12]2-[c:13]2[cH:14][cH:15][cH:16][cH:17][cH:18]2)[cH:2][cH:3][cH:4][cH:5][cH:6]1>>[c:1]1(-[c:7]2[n:8][cH:9][c:10]([N:19]([CH3:20])[CH2:21][CH:22]([OH:23])[c:24]3[cH:25][c:26]([O:30][CH2:32][C:33](=[O:34])[O:35][CH3:36])[cH:27][cH:28][cH:29]3)[n:11][c:12]2-[c:13]2[cH:14][cH:15][cH:16][cH:17][cH:18]2)[cH:2][cH:3][cH:4][cH:5][cH:6]1. Solvent: C1CCOC1 (THF). Run at time 1 hour. As a reaction SMILES: CCCC[N+](CCCC)(CCCC)CCCC.[F-].[Si]([O:36][CH2:37][CH2:38][C@@H:39]([O:61][CH2:62][O:63][CH3:64])[C@H:40]([C:52]1[CH:57]=[C:56]([F:58])[C:55]([F:59])=[C:54]([F:60])[CH:53]=1)[C:41]([NH:43][NH:44][C:45]([O:47][C:48]([CH3:51])([CH3:50])[CH3:49])=[O:46])=[O:42])(C(C)(C)C)(C1C=CC=CC=1)C1C=CC=CC=1.C(OCC)(=O)C.[Cl-].[NH4+]>C1COCC1>[OH:36][CH2:37][CH2:38][C@@H:39]([O:61][CH2:62][O:63][CH3:64])[C@H:40]([C:52]1[CH:57]=[C:56]([F:58])[C:55]([F:59])=[C:54]([F:60])[CH:53]=1)[C:41]([NH:43][NH:44][C:45]([O:47][C:48]([CH3:51])([CH3:50])[CH3:49])=[O:46])=[O:42] |f:0.1,4.5|. Yields the product OCC[C@H]([C@@H](C(=O)NNC(=O)OC(C)(C)C)C1=CC(=C(C(=C1)F)F)F)OCOC (tert-butyl N′-[(2S*,3R*)-5-hydroxy-3-methoxymethoxy-2-(3,4,5-trifluorophenyl)pentanoyl]hydrazinecarboxylate). Isolated yield 99.9%. Procedure details: TBAF (1.36 mL; 1 M solution in THF) was added to a solution of tert-butyl N′-[(2S*,3R*)-5-(tert-butyldiphenylsilanyloxy)-3-methoxymethoxy-2-(3,4,5-trifluorophenyl)pentanoyl]hydrazinecarboxylate (600 mg) in THF (10 mL). The reaction solution was stirred at room temperature for one hour. Then, ethyl acetate and a saturated ammonium chloride solution were added to the reaction solution, and the organic layer was separated. The resulting organic layer was washed with brine, dried over anhydrous magn... Reactants: CCCC[N+](CCCC)(CCCC)CCCC.[F-] (TBAF), [Si](C1=CC=CC=C1)(C1=CC=CC=C1)(C(C)(C)C)OCC[C@H]([C@@H](C(=O)NNC(=O)OC(C)(C)C)C1=CC(=C(C(=C1)F)F)F)OCOC (tert-butyl N′-[(2S*,3R*)-5-(tert-butyldiphenylsilanyloxy)-3-methoxymethoxy-2-(3,4,5-trifluorophenyl)pentanoyl]hydrazinecarboxylate), C(C)(=O)OCC (ethyl acetate), [Cl-].[NH4+] (ammonium chloride). The reactants are BrCC(=O)C1=CC(=C(C=C1)Cl)S(N)(=O)=O (2-bromo-4'-chloro-3'-sulfamoylacetophenone), N1C(NCC1)=S (2-imidazolidine-thione). The product is Br.ClC1=C(C=C(C=C1)C1(N2C(SC1)=NCC2)O)S(N)(=O)=O (3-(4-Chloro-3-sulfamoylphenyl)-3-hydroxy-2,3,5,6-tetrahydroimidazo-[2,1-b]-thiazole-hydrobromide). RXN SMILES: [Br:1][CH2:2][C:3]([C:5]1[CH:10]=[CH:9][C:8]([Cl:11])=[C:7]([S:12](=[O:15])(=[O:14])[NH2:13])[CH:6]=1)=[O:4].[NH:16]1[CH2:20][CH2:19][NH:18][C:17]1=[S:21]>>[BrH:1].[Cl:11][C:8]1[CH:9]=[CH:10][C:5]([C:3]2([OH:4])[CH2:2][S:21][C:17]3=[N:16][CH2:20][CH2:19][N:18]23)=[CH:6][C:7]=1[S:12](=[O:15])(=[O:14])[NH2:13] |f:2.3|. Procedure details: 6.2 g of 2-bromo-4'-chloro-3'-sulfamoylacetophenone and 2 g of ground 2-imidazolidine-thione were reacted according to the prescription given in Example 12 and the crystalline precipitate was filtered off. Colorless solid body: decomposition beginning at 100° C, γC=N 1590 cm-1.